Dataset: the Open Reaction Database (ORD), a public repository of structured organic reaction records. Task: describe an organic reaction: reactants, conditions, products, and yield The reactants are C1(CC1)C1=CC2=CN(N=C2C(=C1)COCC1(CCN(CC1)C(=O)OC(C)(C)C)C1=CC=CC=C1)COCC[Si](C)(C)C (tert-Butyl 4-(((5-cyclopropyl-2-((2-(trimethylsilyl)ethoxy)methyl)-2H-indazol-7-yl)methoxy)methyl)-4-phenylpiperidine-1-carboxylate), FC(C(=O)O)(F)F.C(Cl)Cl (trifluoroacetic acid methylene chloride). The product is C1(CC1)C=1C=C2C=NNC2=C(C1)COCC1(CCNCC1)C1=CC=CC=C1 (5-Cyclopropyl-7-(((4-phenylpiperidin-4-yl)methoxy)methyl)-1H-indazole). As a reaction SMILES: [CH:1]1([C:4]2[CH:12]=[C:11]([CH2:13][O:14][CH2:15][C:16]3([C:29]4[CH:34]=[CH:33][CH:32]=[CH:31][CH:30]=4)[CH2:21][CH2:20][N:19](C(OC(C)(C)C)=O)[CH2:18][CH2:17]3)[C:10]3[C:6](=[CH:7][N:8](COCC[Si](C)(C)C)[N:9]=3)[CH:5]=2)[CH2:3][CH2:2]1.FC(F)(F)C(O)=O.C(Cl)Cl>>[CH:1]1([C:4]2[CH:5]=[C:6]3[C:10](=[C:11]([CH2:13][O:14][CH2:15][C:16]4([C:29]5[CH:34]=[CH:33][CH:32]=[CH:31][CH:30]=5)[CH2:21][CH2:20][NH:19][CH2:18][CH2:17]4)[CH:12]=2)[NH:9][N:8]=[CH:7]3)[CH2:3][CH2:2]1 |f:1.2|. Procedure: tert-Butyl 4-(((5-cyclopropyl-2-((2-(trimethylsilyl)ethoxy)methyl)-2H-indazol-7-yl)methoxy)methyl)-4-phenylpiperidine-1-carboxylate (34 mg, 0.06 mmol) was treated with a trifluoroacetic acid/methylene chloride mixture (1:1, 2 mL) for 4 h. The solvent was removed in vacuo and the resulting crude mixture passed through a strong cation exchange column. After washing the column with several volumes of methanol, the product was eluted by washing the column with 2 M ammonia in methanol. The solvent wa... Starting materials: COC(=O)C=1N(C(C2=CC=C(C=C2C1OS(=O)(=O)C(F)(F)F)Cl)=O)CC1=CC=CC=C1 (2-benzyl-6-chloro-1-oxo-4-trifluoromethanesulfonyloxy-1,2-dihydroisoquinoline-3-carboxylic acid methyl ester), CC=1C=C(C=CC1)B(O)O (3-methylphenylboronic acid), powder. Yields the product COC(=O)C=1N(C(C2=CC=C(C=C2C1C=1C=C(C=CC1)C)Cl)=O)CC1=CC=CC=C1 (2-benzyl-6-chloro-1-oxo-4-(m-tolyl)-1,2-dihydroisoquinoline-3-carboxylic acid methyl ester). Reaction SMILES: [CH3:1][O:2][C:3]([C:5]1[N:6]([CH2:25][C:26]2[CH:31]=[CH:30][CH:29]=[CH:28][CH:27]=2)[C:7](=[O:24])[C:8]2[C:13]([C:14]=1OS(C(F)(F)F)(=O)=O)=[CH:12][C:11]([Cl:23])=[CH:10][CH:9]=2)=[O:4].[CH3:32][C:33]1[CH:34]=[C:35](B(O)O)[CH:36]=[CH:37][CH:38]=1>>[CH3:1][O:2][C:3]([C:5]1[N:6]([CH2:25][C:26]2[CH:27]=[CH:28][CH:29]=[CH:30][CH:31]=2)[C:7](=[O:24])[C:8]2[C:13]([C:14]=1[C:37]1[CH:38]=[C:33]([CH3:32])[CH:34]=[CH:35][CH:36]=1)=[CH:12][C:11]([Cl:23])=[CH:10][CH:9]=2)=[O:4]. Procedure: The present compound was synthesized by a method similar to that in Example 272 and using 2-benzyl-6-chloro-1-oxo-4-trifluoromethanesulfonyloxy-1,2-dihydroisoquinoline-3-carboxylic acid methyl ester (100 mg) and 3-methylphenylboronic acid. A colorless powder (63 mg). Starting materials: CC1=CC=C(C=C1)S(=O)(=O)OC[C@H](CC[C@H](C(C)(C)OC(C)OCC)F)[C@H]1CC[C@H]2[C@@H]3CC=C4C[C@H](C[C@@H]([C@]4(C)[C@H]3CC[C@]12C)OC1OCCCC1)OC1OCCCC1 ([1α,3β,24R]-1,3-bis[(tetrahydro-2H-pyran-2-yl)oxy]-25-(1-ethoxyethoxy)-24-fluorocholest-5-en-21-ol 21-(4-methylbenzenesulfonate)), O (water), [I-].[Na+] (sodium iodide), CC(=O)C (acetone). Run in C(Cl)Cl (methylene chloride). The product is O1C(CCCC1)O[C@H]1C[C@@H](CC2=CC[C@H]3[C@@H]4CC[C@H]([C@@H](CC[C@H](C(C)(C)OC(C)OCC)F)CI)[C@]4(CC[C@@H]3[C@@]12C)C)OC1OCCCC1 ([1α,3β,24R]-1,3-bis[(tetrahydro-2H-pyran-2-yl)oxy]-25-(1-ethoxyethoxy)-24-fluoro-21-iodocholest-5-ene). As a reaction SMILES: CC1C=CC(S(O[CH2:12][C@@H:13]([C@@H:27]2[C@:44]3([CH3:45])[C@H:30]([C@H:31]4[C@H:41]([CH2:42][CH2:43]3)[C@:39]3([CH3:40])[C:34]([CH2:35][C@@H:36]([O:53][CH:54]5[CH2:59][CH2:58][CH2:57][CH2:56][O:55]5)[CH2:37][C@@H:38]3[O:46][CH:47]3[CH2:52][CH2:51][CH2:50][CH2:49][O:48]3)=[CH:33][CH2:32]4)[CH2:29][CH2:28]2)[CH2:14][CH2:15][C@@H:16]([F:26])[C:17]([O:20][CH:21]([O:23][CH2:24][CH3:25])[CH3:22])([CH3:19])[CH3:18])(=O)=O)=CC=1.[I-:60].[Na+].CC(C)=O.O>C(Cl)Cl>[O:48]1[CH2:49][CH2:50][CH2:51][CH2:52][CH:47]1[O:46][C@@H:38]1[C@@:39]2([CH3:40])[C:34](=[CH:33][CH2:32][C@@H:31]3[C@@H:41]2[CH2:42][CH2:43][C@@:44]2([CH3:45])[C@H:30]3[CH2:29][CH2:28][C@@H:27]2[C@H:13]([CH2:12][I:60])[CH2:14][CH2:15][C@@H:16]([F:26])[C:17]([O:20][CH:21]([O:23][CH2:24][CH3:25])[CH3:22])([CH3:19])[CH3:18])[CH2:35][C@@H:36]([O:53][CH:54]2[CH2:59][CH2:58][CH2:57][CH2:56][O:55]2)[CH2:37]1 |f:1.2|. Procedure details: A mixture of 0.223 g. (0.00026 mole) of [1α,3β,24R]-1,3-bis[(tetrahydro-2H-pyran-2-yl)oxy]-25-(1-ethoxyethoxy)-24-fluorocholest-5-en-21-ol 21-(4-methylbenzenesulfonate), and 0.150 g. (0.0010 mole) of sodium iodide in 2 ml. of acetone was heated at 50° for 18 hr and cooled. The mixture was poured into water and the product was isolated with methylene chloride. The organic layers were washed with aqueous sodium sulfite solution, and saturated aqueous sodium bicarbonate solution. The organic layers... The reactants are BrC=1C=C2C(=C(C=NC2=CC1)C(=O)C1CC1)NC=1C=NN(C1)[C@@H]1CC[C@H](CC1)NC ({6-bromo-4-[1-(trans-4-(methylamino)cyclohexyl)-1H-pyrazol-4-ylamino]quinolin-3-yl}(cyclopropyl)methanone), ClC1=C(C(=CC(=C1)B1OC(C(O1)(C)C)(C)C)Cl)O (2,6-dichloro-4-(4,4,5,5-tetramethyl-1,3,2-dioxaborolan-2-yl)phenol). Product: C1(CC1)C(=O)C=1C=NC2=CC=C(C=C2C1NC=1C=NN(C1)[C@@H]1CC[C@H](CC1)NC)C1=CC(=C(C(=C1)Cl)O)Cl (Cyclopropyl{6-(3,5-dichloro-4-hydroxyphenyl)-4-[1-(trans-4-(methylamino)cyclohexyl)-1H-pyrazol-4-ylamino]quinolin-3-yl}methanone). The yield is 24.1%. As a reaction SMILES: Br[C:2]1[CH:3]=[C:4]2[C:9](=[CH:10][CH:11]=1)[N:8]=[CH:7][C:6]([C:12]([CH:14]1[CH2:16][CH2:15]1)=[O:13])=[C:5]2[NH:17][C:18]1[CH:19]=[N:20][N:21]([C@H:23]2[CH2:28][CH2:27][C@H:26]([NH:29][CH3:30])[CH2:25][CH2:24]2)[CH:22]=1.[Cl:31][C:32]1[CH:37]=[C:36](B2OC(C)(C)C(C)(C)O2)[CH:35]=[C:34]([Cl:47])[C:33]=1[OH:48]>>[CH:14]1([C:12]([C:6]2[CH:7]=[N:8][C:9]3[C:4]([C:5]=2[NH:17][C:18]2[CH:19]=[N:20][N:21]([C@H:23]4[CH2:28][CH2:27][C@H:26]([NH:29][CH3:30])[CH2:25][CH2:24]4)[CH:22]=2)=[CH:3][C:2]([C:36]2[CH:37]=[C:32]([Cl:31])[C:33]([OH:48])=[C:34]([Cl:47])[CH:35]=2)=[CH:11][CH:10]=3)=[O:13])[CH2:15][CH2:16]1. Reported procedure: Following general procedure F, {6-bromo-4-[1-(trans-4-(methylamino)cyclohexyl)-1H-pyrazol-4-ylamino]quinolin-3-yl}(cyclopropyl)methanone (60 mg, 0.128 mmol) was reacted with 2,6-dichloro-4-(4,4,5,5-tetramethyl-1,3,2-dioxaborolan-2-yl)phenol (55 mg, 0.192 mmol) to afford the desired product (17 mg, 24%) as a light yellow solid: 1H NMR (500 MHz, DMSO-d6+TFA-d) δ 8.95-8.65 (br s, 1H), 8.63-8.51 (m, 1H), 8.40 (d, J=8.8 Hz, 1H), 8.06 (d, J=8.8 Hz, 1H), 8.02-7.97 (m, 1H), 7.54 (s, 1H), 4.26 (m, 1H), 3...